From a dataset of the Open Reaction Database (ORD), a public repository of structured organic reaction records. describe an organic reaction: reactants, conditions, products, and yield Starting materials: C(C1=CC=CC=C1)N1CCNCC1 (1-benzylpiperazine), C1(=CC=CC=C1)N=C=O (phenyl isocyanate). The product is C1(=CC=CC=C1)NC(=O)N1CCN(CC1)CC1=CC=CC=C1 (4-Benzyl-piperazine-1-carboxylic acid phenylamide). RXN SMILES: [CH2:1]([N:8]1[CH2:13][CH2:12][NH:11][CH2:10][CH2:9]1)[C:2]1[CH:7]=[CH:6][CH:5]=[CH:4][CH:3]=1.[C:14]1([N:20]=[C:21]=[O:22])[CH:19]=[CH:18][CH:17]=[CH:16][CH:15]=1>>[C:14]1([NH:20][C:21]([N:11]2[CH2:12][CH2:13][N:8]([CH2:1][C:2]3[CH:3]=[CH:4][CH:5]=[CH:6][CH:7]=3)[CH2:9][CH2:10]2)=[O:22])[CH:19]=[CH:18][CH:17]=[CH:16][CH:15]=1. Reported procedure: The title compound was prepared from 1-benzylpiperazine and phenyl isocyanate. 1H NMR (400 MHz, CDCl3): 7.35-7.22 (m, 9H), 7.02-6.97 (m, 1H), 6.55 (br s, 1H), 3.56 (s, 2H), 3.48-3.45 (m, 4H), 2.45-2.41 (m, 4H). Reactants: Cc1ccccc1, NCCO, O, CC(=O)C1CCC2C3CCC4CC(O)C(N5CCOC(C)(C)C5)CC4(C)C3C(=O)CC12C. Yields the product CC(=NCCO)C1CCC2C3CCC4CC(O)C(N5CCOC(C)(C)C5)CC4(C)C3C(=O)CC12C. Reaction SMILES: [CH3:37][c:38]1[cH:39][cH:40][cH:41][cH:42][cH:43]1.[NH2:33][CH2:34][CH2:35][OH:36].[OH2:44].[OH:1][CH:2]1[CH2:3][CH:4]2[CH2:5][CH2:6][CH:7]3[CH:8]4[CH2:9][CH2:10][CH:11]([C:12]([CH3:13])=[O:14])[C:15]4([CH3:32])[CH2:16][C:17](=[O:31])[CH:18]3[C:19]2([CH3:30])[CH2:20][CH:21]1[N:22]1[CH2:23][C:24]([CH3:28])([CH3:29])[O:25][CH2:26][CH2:27]1>>[OH:1][CH:2]1[CH2:3][CH:4]2[CH2:5][CH2:6][CH:7]3[CH:8]4[CH2:9][CH2:10][CH:11]([C:12]([CH3:13])=[N:33][CH2:34][CH2:35][OH:36])[C:15]4([CH3:32])[CH2:16][C:17](=[O:31])[CH:18]3[C:19]2([CH3:30])[CH2:20][CH:21]1[N:22]1[CH2:23][C:24]([CH3:28])([CH3:29])[O:25][CH2:26][CH2:27]1. Starting materials: CC(=O)OC(C)C#CC=Cc1ccccc1, CSC, CO. Yields the product CC(=O)OC(C)C#CC=O. Reaction SMILES: [C:1]([CH3:2])(=[O:3])[O:4][CH:5]([CH3:6])[C:7]#[C:8][CH:9]=[CH:10][c:11]1[cH:12][cH:13][cH:14][cH:15][cH:16]1.[CH3:17][S:18][CH3:19].[CH3:20][OH:21]>>[C:1]([CH3:2])(=[O:3])[O:4][CH:5]([CH3:6])[C:7]#[C:8][CH:9]=[O:21]. Reactants: Cc1cc(OCc2ccc(F)cc2F)c(Br)c(=O)[nH]1, CCOC(=O)c1cnc(CBr)cn1, C1CCOC1, CC(=O)O, [H-], [Na+]. Product: CCOC(=O)c1cnc(Cn2c(C)cc(OCc3ccc(F)cc3F)c(Br)c2=O)cn1. RXN SMILES: [Br:1][c:2]1[c:3](=[O:19])[nH:4][c:5]([CH3:18])[cH:6][c:7]1[O:8][CH2:9][c:10]1[c:11]([F:17])[cH:12][c:13]([F:16])[cH:14][cH:15]1.[Br:20][CH2:21][c:22]1[n:23][cH:24][c:25]([C:28](=[O:29])[O:30][CH2:31][CH3:32])[n:26][cH:27]1.[CH2:39]1[O:40][CH2:41][CH2:42][CH2:43]1.[CH3:35][C:36](=[O:37])[OH:38].[H-:34].[Na+:33]>>[Br:1][c:2]1[c:3](=[O:19])[n:4]([CH2:21][c:22]2[n:23][cH:24][c:25]([C:28](=[O:29])[O:30][CH2:31][CH3:32])[n:26][cH:27]2)[c:5]([CH3:18])[cH:6][c:7]1[O:8][CH2:9][c:10]1[c:11]([F:17])[cH:12][c:13]([F:16])[cH:14][cH:15]1. The reactants are ClC=1C=C(C=CC1SC=1N(C=CN1)C)NC1=C(C=NC2=CC(=C(C=C12)OCC)F)C#N (4-({3-chloro-4-[(1-methyl-1H-imidazole-2-yl)sulfanyl]phenyl}amino)-6-ethoxy-7-fluoro-3-quinolinecarbonitrile), 4-(1-pyrrolidinylpiperidine), CN1C(CCC1)=O (1-methyl 2-pyrrolidinone). Run at temperature 105 celsius. Yields the product ClC=1C=C(C=CC1SC=1N(C=CN1)C)NC1=C(C=NC2=CC(=C(C=C12)OCC)N1CCC(CC1)N1CCCC1)C#N (4-({3-chloro-4-[(1-methyl-1H-imidazole-2-yl)thio]phenyl}amino)-6-ethoxy-7-(4-pyrrolidin-1-ylpiperidin-1-yl)quinoline-3-carbonitrile). RXN SMILES: [Cl:1][C:2]1[CH:3]=[C:4]([NH:15][C:16]2[C:25]3[C:20](=[CH:21][C:22](F)=[C:23]([O:26][CH2:27][CH3:28])[CH:24]=3)[N:19]=[CH:18][C:17]=2[C:30]#[N:31])[CH:5]=[CH:6][C:7]=1[S:8][C:9]1[N:10]([CH3:14])[CH:11]=[CH:12][N:13]=1.[CH3:32][N:33]1[CH2:37][CH2:36][CH2:35][C:34]1=O>>[Cl:1][C:2]1[CH:3]=[C:4]([NH:15][C:16]2[C:25]3[C:20](=[CH:21][C:22]([N:15]4[CH2:16][CH2:17][CH:32]([N:33]5[CH2:37][CH2:36][CH2:35][CH2:34]5)[CH2:3][CH2:4]4)=[C:23]([O:26][CH2:27][CH3:28])[CH:24]=3)[N:19]=[CH:18][C:17]=2[C:30]#[N:31])[CH:5]=[CH:6][C:7]=1[S:8][C:9]1[N:10]([CH3:14])[CH:11]=[CH:12][N:13]=1. Procedure: Following the procedure of Example 11, a mixture of 150 mg (0.33 mmol) of 4-({3-chloro-4-[(1-methyl-1H-imidazole-2-yl)sulfanyl]phenyl}amino)-6-ethoxy-7-fluoro-3-quinolinecarbonitrile and 306 mg (1.98 mmol) of 4-(1-pyrrolidinylpiperidine) in 1 mL of 1-methyl 2-pyrrolidinone is heated at 105° C. for 17 hours to yield the crude product. Purification by silica gel chromatography (gradient 98:2 methylene chloride/methanol to 4:1 methylene chloride/methanol) gives 122 mg of 4-({3-chloro-4-[(1-methyl-1... The reactants are OC1CCN(Cc2ccccc2)C1, CCOC(C)=O, ClC(Cl)(Cl)Cl, [Na+], O=C([O-])O, O, c1ccc(P(c2ccccc2)c2ccccc2)cc1. The product is ClC1CCN(Cc2ccccc2)C1. RXN SMILES: [CH2:1]([c:2]1[cH:3][cH:4][cH:5][cH:6][cH:7]1)[N:8]1[CH2:9][CH:10]([OH:13])[CH2:11][CH2:12]1.[CH3:44][CH2:45][O:46][C:47]([CH3:48])=[O:49].[Cl:39][C:40]([Cl:41])([Cl:42])[Cl:43].[Na+:37].[O-:33][C:34]([OH:35])=[O:36].[OH2:38].[c:14]1([P:15]([c:16]2[cH:17][cH:18][cH:19][cH:20][cH:21]2)[c:22]2[cH:23][cH:24][cH:25][cH:26][cH:27]2)[cH:28][cH:29][cH:30][cH:31][cH:32]1>>[CH2:1]([c:2]1[cH:3][cH:4][cH:5][cH:6][cH:7]1)[N:8]1[CH2:9][CH:10]([Cl:39])[CH2:11][CH2:12]1. Reactants: C1=CC=CC=CCCCCCC1 (cyclododecatriene), polyenes. Solvent: O (water), O (water). Yields the product C1=CCCCCCCCCCC1 (cyclododecene). RXN SMILES: [CH:1]1[CH2:12][CH2:11][CH2:10][CH2:9][CH2:8][CH2:7][CH:6]=[CH:5][CH:4]=[CH:3][CH:2]=1>O>[CH:1]1[CH2:12][CH2:11][CH2:10][CH2:9][CH2:8][CH2:7][CH2:6][CH2:5][CH2:4][CH2:3][CH:2]=1. Procedure: The hydrogenation of polyenes to monoenes over homogeneous Ru catalysts with addition of water is described, for example, in U.S. Pat. No. 5,180,870. In example 2 of this document, a cyclododecatriene conversion of 98.4% is attained after a reaction time of 4 h with addition of water. What cyclododecene yield is obtained is not stated. In example 1 of this document, only an unsatisfactory conversion of 85.8% is attained with addition of somewhat less water than in example 2 after a reaction time... Reactants: BrC(C)CCC(C)Br (2,5-dibromohexane), C(C)N(CC)B(Cl)Cl (N,N-diethylaminodichloroborane), BrC(C)Br (Dibromoethane), Mg. Solvent: C1CCOC1 (THF), CCOCC (ether), C1CCOC1 (THF). As a reaction SMILES: BrC(Br)C.Br[CH:6]([CH2:8][CH2:9][CH:10](Br)[CH3:11])[CH3:7].[CH2:13]([N:15]([B:18](Cl)Cl)[CH2:16][CH3:17])[CH3:14]>C1COCC1.CCOCC>[CH2:13]([N:15]([B:18]1[CH:6]([CH3:7])[CH2:8][CH2:9][CH:10]1[CH3:11])[CH2:16][CH3:17])[CH3:14]. The product is C(C)N(CC)B1C(CCC1C)C (1-(N,N-diethylamino)-2,5-dimethylborolane). The yield is 63.0%. Procedure details: Dibromoethane (3.0 mL, 0.035 mol) was added to a mechanically stirred suspension of Mg turnings (78 g, 3.21 mol) in THF (160 mL). After 30 min. most of the THF was removed via cannula and fresh THF (270 mL) was added. Then a solution of 2,5-dibromohexane (299 g, 1.24 mol) in THF (650 mL) was added at a rate that maintained the internal temperature at 30°-34° C. The resulting mixture was stirred overnight, filtered through glass wool and diluted with THF to a volume of 2 L. Hydrolysis of an aliqu... Reaction conditions: temperature 20 celsius, time 8 hour.